The task is: describe an organic reaction: reactants, conditions, products, and yield. This data is from the Open Reaction Database (ORD), a public repository of structured organic reaction records. The reactants are Peptide, CC(C)([O-])C.[K+] (Potassium tert-butoxide), OC=1C=C(C=O)C=CC1 (3-hydroxybenzaldehyde), C(C#C)Br (propargyl bromide). Run in CN(C=O)C (dimethylformamide), CN(C=O)C (DMF). Conditions: temperature 110 celsius. Yields the product C(C#C)OC=1C=C(C=O)C=CC1 (3-Propargyloxybenzaldehyde). As a reaction SMILES: [CH3:1][C:2](C)([O-])[CH3:3].[K+].[OH:7][C:8]1[CH:9]=[C:10]([CH:13]=[CH:14][CH:15]=1)[CH:11]=[O:12].C(Br)C#C>CN(C)C=O>[CH2:3]([O:7][C:8]1[CH:9]=[C:10]([CH:13]=[CH:14][CH:15]=1)[CH:11]=[O:12])[C:2]#[CH:1] |f:0.1|. Procedure: Potassium tert-butoxide (6.16 g, 0.055 mole), 3-hydroxybenzaldehyde (6.1 g, 0.05 mole), and dry dimethylformamide (DMF, over Na2SO4 ; 30 mL) were stirred briefly at 25° C., and then propargyl bromide (6.6 g, 0.055 mole) was added in 30 mL of dry DMF according to the method of F. Albericio et al., "Preparation and Application of the5-(4-(9-Fluorenylmethyloxycarbonyl)-Aminomethyl-3,5-Dimethoxyphenoxy)-ValericAcidHandle for the Solid Phase Synthesis of C-Terminal Peptide Amides under Mild Condition... Starting materials: NC1=C(C=CC=C1)N1N=CC(=C1O)C(=O)OCC (1-(2-aminophenyl)-5-hydroxy-1H-pyrazole-4-carboxylic acid, ethyl ester), C(=O)(N1C=NC=C1)N1C=NC=C1 (1,1'-carbonyl-bis-[1H-imidazole]). The solvent is O1CCCC1 (tetrahydrofuran). Conditions: temperature 90 celsius, time 1 hour. The product is O=C1C(=CN2N1C1=C(NC2=O)C=CC=C1)C(=O)OCC (5,6-dihydro-1,5-dioxo-1H-pyrazolo[1,2-a][1,2,4]-benzotriazine-2-carboxylic acid, ethyl ester). Isolated yield 76.9%. As a reaction SMILES: [NH2:1][C:2]1[CH:7]=[CH:6][CH:5]=[CH:4][C:3]=1[N:8]1[C:12]([OH:13])=[C:11]([C:14]([O:16][CH2:17][CH3:18])=[O:15])[CH:10]=[N:9]1.[C:19](N1C=CN=C1)(N1C=CN=C1)=[O:20]>O1CCCC1>[O:13]=[C:12]1[N:8]2[C:3]3[CH:4]=[CH:5][CH:6]=[CH:7][C:2]=3[NH:1][C:19](=[O:20])[N:9]2[CH:10]=[C:11]1[C:14]([O:16][CH2:17][CH3:18])=[O:15]. Reported procedure: 24.7 g 1-(2-aminophenyl)-5-hydroxy-1H-pyrazole-4-carboxylic acid, ethyl ester and 16.2 g 1,1'-carbonyl-bis-[1H-imidazole] are dissolved in 300 ml tetrahydrofuran and stirred for 8 hours at room temperature and one hour at 90° C. The solid residue, after distilling off the solvent, is recrystallized from dimethylformamide to yield 21 g of 5,6-dihydro-1,5-dioxo-1H-pyrazolo[1,2-a][1,2,4]-benzotriazine-2-carboxylic acid, ethyl ester having a melting point of 269°-271° C.; white-yellow crystals.